From a dataset of the Open Reaction Database (ORD), a public repository of structured organic reaction records. describe an organic reaction: reactants, conditions, products, and yield Reactants: O (water), [OH-].[Na+] (sodium hydroxide), O1C=CC2=C1C=CC(=C2)CCOCC(=O)N2CC(CC2)O (2-(2-(1-benzofuran-5-yl)ethoxy)-1-(3-hydroxy-1-pyrrolidinyl)-1-ethanone), Cl (hydrochloric acid). Solvent: C(C)(=O)OCC (ethyl acetate), O1CCCC1 (tetrahydrofuran), O1CCCC1 (tetrahydrofuran). Conditions: time 17 hour. The product is O1C=CC2=C1C=CC(=C2)CCOCCN2CC(CC2)O (1-(2-(2-(1-benzofuran-5-yl)ethoxy)ethyl)-3-pyrrolidinol). Isolated yield 72.6%. RXN SMILES: [O:1]1[C:5]2[CH:6]=[CH:7][C:8]([CH2:10][CH2:11][O:12][CH2:13][C:14]([N:16]3[CH2:20][CH2:19][CH:18]([OH:21])[CH2:17]3)=O)=[CH:9][C:4]=2[CH:3]=[CH:2]1.Cl.O.[OH-].[Na+]>O1CCCC1.C(OCC)(=O)C>[O:1]1[C:5]2[CH:6]=[CH:7][C:8]([CH2:10][CH2:11][O:12][CH2:13][CH2:14][N:16]3[CH2:20][CH2:19][CH:18]([OH:21])[CH2:17]3)=[CH:9][C:4]=2[CH:3]=[CH:2]1 |f:3.4|. Procedure details: 1.39 g of 2-(2-(1-benzofuran-5-yl)ethoxy)-1-(3-hydroxy-1-pyrrolidinyl)-1-ethanone was dissolved in 14.0 ml of tetrahydrofuran. Thereafter, 14.4 ml of a tetrahydrofuran solution containing a 1 mol/l borane-tetrahydrofuran complex was added dropwise to the obtained solution while cooling on ice, and the obtained mixture was then stirred at a room temperature for 17 hours. Thereafter, 8.0 ml of 6 mol/l hydrochloric acid was added to the reaction mixture, and the obtained mixture was heated to reflu... Starting materials: CC1=CC(N(C=2N=C(N=CC21)SC)C=2C=C(C=CC2)NC(OC(C)(C)C)=O)=O (tert-butyl (3-(5-methyl-2-(methylthio)-7-oxopyrido[2,3-d]pyrimidin-8(7H)-yl)phenyl)carbamate), C1=CC(=CC(=C1)Cl)C(=O)OO (MCPBA), [OH-].[Na+] (NaOH). Solvent: C(Cl)Cl (DCM), C(Cl)Cl (DCM). Conditions: time 90 minute. Yields the product CC1=CC(N(C=2N=C(N=CC21)S(=O)(=O)C)C=2C=C(C=CC2)NC(OC(C)(C)C)=O)=O (tert-butyl (3-(5-methyl-2-(methylsulfonyl)-7-oxopyrido[2,3-d]pyrimidin-8(7H)-yl)phenyl)carbamate). The yield is 95.0%. As a reaction SMILES: [CH3:1][C:2]1[C:11]2[CH:10]=[N:9][C:8]([S:12][CH3:13])=[N:7][C:6]=2[N:5]([C:14]2[CH:15]=[C:16]([NH:20][C:21](=[O:27])[O:22][C:23]([CH3:26])([CH3:25])[CH3:24])[CH:17]=[CH:18][CH:19]=2)[C:4](=[O:28])[CH:3]=1.C1C=C(Cl)C=C(C(OO)=[O:37])C=1.[OH-:40].[Na+]>C(Cl)Cl>[CH3:1][C:2]1[C:11]2[CH:10]=[N:9][C:8]([S:12]([CH3:13])(=[O:37])=[O:40])=[N:7][C:6]=2[N:5]([C:14]2[CH:15]=[C:16]([NH:20][C:21](=[O:27])[O:22][C:23]([CH3:24])([CH3:26])[CH3:25])[CH:17]=[CH:18][CH:19]=2)[C:4](=[O:28])[CH:3]=1 |f:2.3|. Reported procedure: At RT, tert-butyl (3-(5-methyl-2-(methylthio)-7-oxopyrido[2,3-d]pyrimidin-8(7H)-yl)phenyl)carbamate (54) (440 mg, 1.10 mmol) in DCM (10 mL) was treated with MCPBA (75 wt. %, 681 mg, 2.76 mmol) and stirred for 90 min. The reaction mixture was diluted with DCM (25 mL), treated with ice and 1 N NaOH (30 mL). The DCM layer was separated and the aqueous layer was extracted with an additional amount of DCM (2×20 mL), dried over Na2SO4 and concentrated to furnish tert-butyl (3-(5-methyl-2-(methylsulfon... Reactants: Cl (HCl), N(=O)[O-].[Na+] (NaNO2), C(C)(=O)OCC (ethyl acetate), C(=O)(OCC1=CC=CC=C1)NCC(=O)N[C@@H](CC1=CNC=N1)C(=O)NN (carbobenzoxyglycyl-L-histidine hydrazide), aqueous solution, C(=O)([O-])[O-].[K+].[K+] (K2CO3). Conditions: time 5 minute. Yields the product COC([C@@H](NC([C@@H](NC(CNC(=O)OCC1=CC=CC=C1)=O)CC1=CNC=N1)=O)CC(C)C)=O (carbobenzoxyglycyl-L-histidyl-L-leucine methyl ester). RXN SMILES: [C:1]([NH:11][CH2:12][C:13]([NH:15][C@H:16]([C:23]([NH:25]N)=[O:24])[CH2:17][C:18]1[N:22]=[CH:21][NH:20][CH:19]=1)=[O:14])([O:3][CH2:4][C:5]1[CH:10]=[CH:9][CH:8]=[CH:7][CH:6]=1)=[O:2].Cl.N([O-])=O.[Na+].C([O-])([O-])=O.[K+].[K+].[C:38]([O:41][CH2:42]C)(=[O:40])[CH3:39]>>[CH3:42][O:41][C:38](=[O:40])[C@H:39]([CH2:4][CH:5]([CH3:10])[CH3:6])[NH:25][C:23](=[O:24])[C@H:16]([CH2:17][C:18]1[N:22]=[CH:21][NH:20][CH:19]=1)[NH:15][C:13](=[O:14])[CH2:12][NH:11][C:1]([O:3][CH2:4][C:5]1[CH:10]=[CH:9][CH:8]=[CH:7][CH:6]=1)=[O:2] |f:2.3,4.5.6|. Procedure details: 21 g of carbobenzoxyglycyl-L-histidine hydrazide is dissolved in 185 ml of 1 N.HCl and to this solution is added 245 ml of ethyl acetate and 4.3 g of NaNO2 at 0° C. with stirring, and after five minutes, 73 ml of a 50% aqueous solution of K2CO3 is added and then this solution is extracted with ethyl acetate. After the extract is dehydrated over anhydrous sodium sulfate, a solution (cooled to 0° C.) of L-leucine methyl ester in ethyl ether (9 g/208 ml) is added to the extract, and this mixture is... Starting materials: [O-]P(=O)([O-])[O-].[K+].[K+].[K+] (K3PO4), CN1N=C(C(=C1C)B1OC(C(O1)(C)C)(C)C)C (1,3,5-trimethyl-4-(4,4,5,5-tetramethyl-1,3,2-dioxaborolan-2-yl)-1H-pyrazole), BrC1=C(N(C2=CC=C(C=C12)F)CCCOC1=CC=CC2=CC=CC=C12)C(=O)OCC (ethyl 3-bromo-5-fluoro-1-(3-(naphthalen-1-yloxy)propyl)-1H-indole-2-carboxylate), C1(CCCCC1)P(C1=C(C=CC=C1)C1=C(C=CC=C1OC)OC)C1CCCCC1 (dicyclohexyl(2′,6′-dimethoxybiphenyl-2-yl)phosphine). Solvent: C1(=CC=CC=C1)C (toluene). Reaction conditions: temperature 110 celsius, time 8 hour. Product: FC=1C=C2C(=C(N(C2=CC1)CCCOC1=CC=CC2=CC=CC=C12)C(=O)O)C=1C(=NN(C1C)C)C (5-fluoro-1-(3-(1-naphthyl oxy)propyl)-3-(1,3,5-trimethyl-1H-pyrazol-4-yl)-1H-indole-2-carboxylic acid). Reaction SMILES: [CH3:1][N:2]1[C:6]([CH3:7])=[C:5](B2OC(C)(C)C(C)(C)O2)[C:4]([CH3:17])=[N:3]1.Br[C:19]1[C:27]2[C:22](=[CH:23][CH:24]=[C:25]([F:28])[CH:26]=2)[N:21]([CH2:29][CH2:30][CH2:31][O:32][C:33]2[C:42]3[C:37](=[CH:38][CH:39]=[CH:40][CH:41]=3)[CH:36]=[CH:35][CH:34]=2)[C:20]=1[C:43]([O:45]CC)=[O:44].C1(P(C2CCCCC2)C2C=CC=CC=2C2C(OC)=CC=CC=2OC)CCCCC1.[O-]P([O-])([O-])=O.[K+].[K+].[K+]>C1(C)C=CC=CC=1>[F:28][C:25]1[CH:26]=[C:27]2[C:22](=[CH:23][CH:24]=1)[N:21]([CH2:29][CH2:30][CH2:31][O:32][C:33]1[C:42]3[C:37](=[CH:38][CH:39]=[CH:40][CH:41]=3)[CH:36]=[CH:35][CH:34]=1)[C:20]([C:43]([OH:45])=[O:44])=[C:19]2[C:5]1[C:4]([CH3:17])=[N:3][N:2]([CH3:1])[C:6]=1[CH3:7] |f:3.4.5.6|. Procedure details: A mixture of 1,3,5-trimethyl-4-(4,4,5,5-tetramethyl-1,3,2-dioxaborolan-2-yl)-1H-pyrazole (43.2 mg), ethyl 3-bromo-5-fluoro-1-(3-(naphthalen-1-yloxy)propyl)-1H-indole-2-carboxylate (The synthesis of this compound was described in EXAMPLE 134B as an intermediate) (43 mg), dicyclohexyl(2′,6′-dimethoxybiphenyl-2-yl)phosphine (15.01 mg) and K3PO4 (58.2 mg) in toluene (2.1 ml) was heated in a microwave reactor (CEM Discover) at 110° C. for 2 hours. The reaction was directly loaded into a silica cartri... Reactants: ClCC(=O)Cl (chloroacetyl chloride), C(C)(C)N(C(C)C)CC (N,N-diisopropylethylamine), ClC1=C(N)C=CC=C1 (2-Chloroaniline). Run in ClCCl (dichloromethane). Run at temperature 0 celsius, time 12 hour. Product: ClCC(=O)NC1=C(C=CC=C1)Cl (2-Chloro-N-(2-chlorophenyl)acetamide). As a reaction SMILES: [Cl:1][C:2]1[CH:8]=[CH:7][CH:6]=[CH:5][C:3]=1[NH2:4].[Cl:9][CH2:10][C:11](Cl)=[O:12].C(N(CC)C(C)C)(C)C>ClCCl>[Cl:9][CH2:10][C:11]([NH:4][C:3]1[CH:5]=[CH:6][CH:7]=[CH:8][C:2]=1[Cl:1])=[O:12]. Procedure: 2-Chloroaniline (5 g) was dissolved in dichloromethane (100 ml) and chloroacetyl chloride (3.11 ml) and N,N-diisopropylethylamine (13.65 ml) were added at 0° C. under a nitrogen atmosphere. The mixture was stirred for 1 hour at 0° C. and 12 hours at room temperature, then quenched with water. The product was extracted with dichloromethane. The organic layer was washed with water, brine, dried (MgSO4) and concentrated under reduced pressure to leave the subtitle product as a beige solid. Yield 7.... The reactants are CC(C(=O)O)(CO)C (2,2-dimethyl-3-hydroxypropionic acid), Cl (hydrochloric acid), CO (methanol), CO (methanol). Reaction conditions: time 8 hour. The product is CC(C(=O)OC)(CO)C (methyl 2,2-dimethyl-3-hydroxypropionate). Reaction SMILES: [CH3:1][C:2]([CH3:8])([CH2:6][OH:7])[C:3]([OH:5])=[O:4].Cl.[CH3:10]O>>[CH3:1][C:2]([CH3:8])([CH2:6][OH:7])[C:3]([O:5][CH3:10])=[O:4]. Procedure details: A mixture of 2,2-dimethyl-3-hydroxypropionic acid (CXXXII, 11.54 g, 97.7 mmol), methanol (150 ml) and methanol (25 mi) saturated with hydrochloric acid gas is stirred overnight at 20-25°. The mixture is then concentrated under reduced pressure, ether is added, and again the mixture is concentrated. The residue is dissolved in ether and poured cautiously into a small amount of saturated sodium bicarbonate. The phases are separated and the aqueous phase is washed several times with ether. The comb...